The task is: describe an organic reaction: reactants, conditions, products, and yield. This data is from the Open Reaction Database (ORD), a public repository of structured organic reaction records. Reactants: CC(=O)NC1C(O)OC(CO)C(O)C1O, CCCCCCCCCCCCN, CCO. The product is CC(=O)NC1C(CCCCCCCCCCCCN)OC(CO)C(O)C1O. Reaction SMILES: [C:1]([CH3:2])(=[O:3])[NH:4][CH:5]1[CH:6]([OH:7])[O:8][CH:9]([CH2:14][OH:15])[CH:10]([OH:13])[CH:11]1[OH:12].[CH2:16]([CH2:17][CH2:18][CH2:19][CH2:20][CH2:21][CH2:22][CH2:23][CH2:24][CH2:25][CH2:26][CH3:27])[NH2:28].[CH3:29][CH2:30][OH:31]>>[C:1]([CH3:2])(=[O:3])[NH:4][CH:5]1[CH:6]([CH2:27][CH2:26][CH2:25][CH2:24][CH2:23][CH2:22][CH2:21][CH2:20][CH2:19][CH2:18][CH2:17][CH2:16][NH2:28])[O:8][CH:9]([CH2:14][OH:15])[CH:10]([OH:13])[CH:11]1[OH:12]. The reactants are CC1=CC=C(C2=CC=CC=C12)B(O)O (4-methylnaphthaleneboronic acid), N#N (N2), mixture, BrC1=C(C(=O)OC)C=CC=C1C(=O)OC (dimethyl 2-bromoisophthalate), C(=O)([O-])[O-].[Na+].[Na+] (Na2CO3). The reagents and catalysts are C=1C=CC(=CC1)[P](C=2C=CC=CC2)(C=3C=CC=CC3)[Pd]([P](C=4C=CC=CC4)(C=5C=CC=CC5)C=6C=CC=CC6)([P](C=7C=CC=CC7)(C=8C=CC=CC8)C=9C=CC=CC9)[P](C=1C=CC=CC1)(C=1C=CC=CC1)C=1C=CC=CC1 (tetrakis(triphenylphosphine)palladium(0)). The solvent is O.CO (water MeOH), CCO (EtOH), C1(=CC=CC=C1)C (toluene). The product is CC1=CC=C(C2=CC=CC=C12)C1=C(C(=O)OC)C=CC=C1C(=O)OC (dimethyl 2-(4-methylnaphthalen-1-yl)isophthalate). Reaction SMILES: [CH3:1][C:2]1[C:11]2[C:6](=[CH:7][CH:8]=[CH:9][CH:10]=2)[C:5](B(O)O)=[CH:4][CH:3]=1.Br[C:16]1[C:25]([C:26]([O:28][CH3:29])=[O:27])=[CH:24][CH:23]=[CH:22][C:17]=1[C:18]([O:20][CH3:21])=[O:19].C([O-])([O-])=O.[Na+].[Na+].N#N>C1(C)C=CC=CC=1.CCO.C1C=CC([P]([Pd]([P](C2C=CC=CC=2)(C2C=CC=CC=2)C2C=CC=CC=2)([P](C2C=CC=CC=2)(C2C=CC=CC=2)C2C=CC=CC=2)[P](C2C=CC=CC=2)(C2C=CC=CC=2)C2C=CC=CC=2)(C2C=CC=CC=2)C2C=CC=CC=2)=CC=1.O.CO>[CH3:1][C:2]1[C:11]2[C:6](=[CH:7][CH:8]=[CH:9][CH:10]=2)[C:5]([C:16]2[C:17]([C:18]([O:20][CH3:21])=[O:19])=[CH:22][CH:23]=[CH:24][C:25]=2[C:26]([O:28][CH3:29])=[O:27])=[CH:4][CH:3]=1 |f:2.3.4,9.10,^1:51,53,72,91|. Procedure details: 35 g (148 mmol) of 4-methylnaphthaleneboronic acid, 33.8 g (124 mmol) of dimethyl 2-bromoisophthalate and 220 ml of 2 M Na2CO3 solution are suspended in 1 l of toluene and 1 l of EtOH, the mixture is saturated with N2, 2.9 g (3 mmol) of tetrakis(triphenylphosphine)palladium(0) are added, and the mixture is heated at the boil for 2 h. The mixture is poured into 3 l of a mixture of water/MeOH/6 M HCl 1:1:1, the beige precipitate is filtered off with suction, washed with water, EtOH and toluene and...